From a dataset of the Open Reaction Database (ORD), a public repository of structured organic reaction records. describe an organic reaction: reactants, conditions, products, and yield Starting materials: CCOC(=O)Cc1c(C)c2c(c(NC(=O)C(C)(C)C)c1C)N(C(C)=O)CC2, CC[O-], CCOC(C)=O, CCO, [Na+], [Na+], [OH-], O, O=S(=O)(O)O. The product is CCOC(=O)Cc1c(C)c2c(c(NC(=O)C(C)(C)C)c1C)NCC2. Reaction SMILES: [C:1](=[O:2])([CH3:3])[N:4]1[CH2:5][CH2:6][c:7]2[c:8]([CH3:27])[c:9]([CH2:21][C:22](=[O:23])[O:24][CH2:25][CH3:26])[c:10]([CH3:20])[c:11]([NH:13][C:14]([C:15]([CH3:16])([CH3:17])[CH3:18])=[O:19])[c:12]21.[CH3:29][CH2:30][O-:31].[CH3:39][CH2:40][O:41][C:42](=[O:43])[CH3:44].[CH3:45][CH2:46][OH:47].[Na+:28].[Na+:38].[OH-:37].[OH2:48].[S:32](=[O:33])(=[O:34])([OH:35])[OH:36]>>[NH:4]1[CH2:5][CH2:6][c:7]2[c:8]([CH3:27])[c:9]([CH2:21][C:22](=[O:23])[O:24][CH2:25][CH3:26])[c:10]([CH3:20])[c:11]([NH:13][C:14]([C:15]([CH3:16])([CH3:17])[CH3:18])=[O:19])[c:12]21.